describe an organic reaction: reactants, conditions, products, and yield From a dataset of the Open Reaction Database (ORD), a public repository of structured organic reaction records. The reactants are N#Cc1ccc(B(O)O)cc1, CC(=O)[O-], CC(=O)[O-], O=C(c1ccc2[nH]c(C(=O)N3CCC(F)(F)CC3)cc2c1)N1CCN(C2CCCC2)CC1, ClCCl, [Cu+2], c1ccncc1. Yields the product N#Cc1ccc(-n2c(C(=O)N3CCC(F)(F)CC3)cc3cc(C(=O)N4CCN(C5CCCC5)CC4)ccc32)cc1. RXN SMILES: [C:33](#[N:34])[c:35]1[cH:36][cH:37][c:38]([B:41]([OH:42])[OH:43])[cH:39][cH:40]1.[C:53]([O-:54])(=[O:55])[CH3:56].[C:58]([O-:59])(=[O:60])[CH3:61].[CH:1]1([N:6]2[CH2:7][CH2:8][N:9]([C:12](=[O:13])[c:14]3[cH:15][c:16]4[cH:17][c:18]([C:23](=[O:24])[N:25]5[CH2:26][CH2:27][C:28]([F:31])([F:32])[CH2:29][CH2:30]5)[nH:19][c:20]4[cH:21][cH:22]3)[CH2:10][CH2:11]2)[CH2:2][CH2:3][CH2:4][CH2:5]1.[Cl:50][CH2:51][Cl:52].[Cu+2:57].[cH:44]1[cH:45][cH:46][n:47][cH:48][cH:49]1>>[CH:1]1([N:6]2[CH2:7][CH2:8][N:9]([C:12](=[O:13])[c:14]3[cH:15][c:16]4[cH:17][c:18]([C:23](=[O:24])[N:25]5[CH2:26][CH2:27][C:28]([F:31])([F:32])[CH2:29][CH2:30]5)[n:19](-[c:38]5[cH:37][cH:36][c:35]([C:33]#[N:34])[cH:40][cH:39]5)[c:20]4[cH:21][cH:22]3)[CH2:10][CH2:11]2)[CH2:2][CH2:3][CH2:4][CH2:5]1.